Task: describe an organic reaction: reactants, conditions, products, and yield. Dataset: the Open Reaction Database (ORD), a public repository of structured organic reaction records Starting materials: ice, ClC(C(Cl)Cl)(SCl)Cl (1,1,2,2-tetrachloroethanesulfenyl chloride), ice, [OH-].[Na+] (NaOH), C(#N)C=1C(NC(N(C1)C1=C(C=CC=C1C)C)=O)=O (5-cyano-1-(2,6-dimethylphenyl)uracil). The reagents and catalysts are [Cl-].C(C)[N+](CC1=CC=CC=C1)(CC)CC (triethylbenzylammonium chloride). Run in ClCCl (dichloromethane), O (water). Conditions: time 30 minute. The product is C(#N)C=1C(N(C(N(C1)C1=C(C=CC=C1C)C)=O)SC(C(Cl)Cl)(Cl)Cl)=O (5-cyano-1-(2,6-dimethylphenyl)-3-(1,1,2,2-tetrachloroethanesulfenyl)uracil). As a reaction SMILES: [OH-].[Na+].[C:3]([C:5]1[C:6](=[O:20])[NH:7][C:8](=[O:19])[N:9]([C:11]2[C:16]([CH3:17])=[CH:15][CH:14]=[CH:13][C:12]=2[CH3:18])[CH:10]=1)#[N:4].[Cl:21][C:22]([Cl:28])([S:26]Cl)[CH:23]([Cl:25])[Cl:24]>O.ClCCl.[Cl-].C([N+](CC)(CC)CC1C=CC=CC=1)C>[C:3]([C:5]1[C:6](=[O:20])[N:7]([S:26][C:22]([Cl:28])([Cl:21])[CH:23]([Cl:25])[Cl:24])[C:8](=[O:19])[N:9]([C:11]2[C:16]([CH3:17])=[CH:15][CH:14]=[CH:13][C:12]=2[CH3:18])[CH:10]=1)#[N:4] |f:0.1,6.7|. Procedure details: To an ice cold solution of 1.60 g (0.04 mol) of NaOH in 45 ml of water is added 9.64 g (0.04 mol) of 5-cyano-1-(2,6-dimethylphenyl)uracil, obtained as in Example 1. After dissolution, 50 ml of ice cold dichloromethane is added, followed by a solution of 9.36 g (0.04 mol) of 1,1,2,2-tetrachloroethanesulfenyl chloride (prepared by the method of U.S. Pat. No. 3,395,180) in 15 ml of dichloromethane. The mixture is stirred for 30 min at 4°, after which time 50 mg of triethylbenzylammonium chloride is...